From a dataset of the Open Reaction Database (ORD), a public repository of structured organic reaction records. describe an organic reaction: reactants, conditions, products, and yield Reactants: COC(c1ccccc1)C(O)C1OC(Br)(N2CC(C)(C(OC)c3ccccc3)C(=O)NC2=O)CC1(O)C(OC)c1ccccc1, CC[O-], CCO, Cl, [Na+]. Yields the product CCOC1(N2CC(C)(C(OC)c3ccccc3)C(=O)NC2=O)CC(O)(C(OC)c2ccccc2)C(C(O)C(OC)c2ccccc2)O1. Reaction SMILES: [Br:1][C:2]1([N:28]2[C:29](=[O:30])[NH:31][C:32](=[O:33])[C:34]([CH3:35])([CH:37]([c:38]3[cH:39][cH:40][cH:41][cH:42][cH:43]3)[O:44][CH3:45])[CH2:36]2)[CH2:3][C:4]([OH:5])([CH:19]([c:20]2[cH:21][cH:22][cH:23][cH:24][cH:25]2)[O:26][CH3:27])[CH:6]([CH:7]([OH:8])[CH:9]([c:10]2[cH:11][cH:12][cH:13][cH:14][cH:15]2)[O:16][CH3:17])[O:18]1.[CH3:47][CH2:48][O-:49].[CH3:51][CH2:52][OH:53].[ClH:50].[Na+:46]>>[C:2]1([N:28]2[C:29](=[O:30])[NH:31][C:32](=[O:33])[C:34]([CH3:35])([CH:37]([c:38]3[cH:39][cH:40][cH:41][cH:42][cH:43]3)[O:44][CH3:45])[CH2:36]2)([O:49][CH2:48][CH3:47])[CH2:3][C:4]([OH:5])([CH:19]([c:20]2[cH:21][cH:22][cH:23][cH:24][cH:25]2)[O:26][CH3:27])[CH:6]([CH:7]([OH:8])[CH:9]([c:10]2[cH:11][cH:12][cH:13][cH:14][cH:15]2)[O:16][CH3:17])[O:18]1. Yields the product FC=1C=C(C=CC1OC1=C(C=CC=C1C#N)F)N (3-fluoro-4-(2-fluoro-6-cyano-phenoxy)-phenylamine). Procedure: The entitled compound was obtained in the same method as in Example 221 (step 1) or in accordance with the method or by combining it with an ordinary method but using tert-butyl (3-fluoro-4-hydroxy-phenyl)-carbamate obtained in Example 196 (step 1) and 1,2-difluoro-3-cyano-benzene. Starting materials: FC=1C=C(C=CC1O)NC(OC(C)(C)C)=O (tert-butyl (3-fluoro-4-hydroxy-phenyl)-carbamate), FC1=C(C(=CC=C1)C#N)F (1,2-difluoro-3-cyano-benzene). Reaction SMILES: [F:1][C:2]1[CH:3]=[C:4]([NH:9]C(=O)OC(C)(C)C)[CH:5]=[CH:6][C:7]=1[OH:8].[F:17][C:18]1[CH:23]=[CH:22][CH:21]=[C:20]([C:24]#[N:25])[C:19]=1F>>[F:1][C:2]1[CH:3]=[C:4]([NH2:9])[CH:5]=[CH:6][C:7]=1[O:8][C:19]1[C:20]([C:24]#[N:25])=[CH:21][CH:22]=[CH:23][C:18]=1[F:17]. The reactants are S1C2=C(C=C1)C(=CC=C2)OC(CCN(C)CC2=CC=CC=C2)CC(C)C ([3-(Benzo[b]thiophen-4-yloxy)-5-methyl-hexyl]-benzyl-methyl-amine), C(C1=CC=CC=C1)N(CCC(CCCC)O)C (1-(benzyl-methyl-amino)-heptan-3-ol). The product is S1C2=C(C=C1)C(=CC=C2)OC(CCN(C)CC2=CC=CC=C2)CCCC ([3-(Benzo[b]thiophen-4-yloxy)-heptyl]-benzyl-methyl-amine). As a reaction SMILES: [S:1]1[CH:5]=[CH:4][C:3]2[C:6]([O:10][CH:11]([CH2:23]C(C)C)[CH2:12][CH2:13][N:14]([CH2:16][C:17]3[CH:22]=[CH:21][CH:20]=[CH:19][CH:18]=3)[CH3:15])=[CH:7][CH:8]=[CH:9][C:2]1=2.[CH2:27](N(C)CCC(O)CCCC)[C:28]1C=CC=C[CH:29]=1>>[S:1]1[CH:5]=[CH:4][C:3]2[C:6]([O:10][CH:11]([CH2:23][CH2:27][CH2:28][CH3:29])[CH2:12][CH2:13][N:14]([CH2:16][C:17]3[CH:22]=[CH:21][CH:20]=[CH:19][CH:18]=3)[CH3:15])=[CH:7][CH:8]=[CH:9][C:2]1=2. Reported procedure: Using a method similar to that for [3-(Benzo[b]thiophen-4-yloxy)-5-methyl-hexyl]-benzyl-methyl-amine, 1-(benzyl-methyl-amino)-heptan-3-ol affords the title compound: mass spectrum (ion spray) m/z=368 (M+1); 1H NMR (CDCl3) δ 8 7.45-7.41 (m, 2H), 7.29-7.19 (m, 7H), 6.80 (d, 1H), 4.56-4.51 (m, 1H), 3.47 (s, 2H), 2.55 (t, 2H), 2.20 (s, 3H), 2.01-1.91 (m, 2H), 1.90-1.63 (m, 3H), 1.45-1.29 (m, 4H), 0.89 (t, 3H). Starting materials: C(C)(=O)N1C(CCC1C(C)=O)=O (1,5-diacetylpyrrolidin-2-one), C(C)(=O)O (acetic acid). The reagents and catalysts are [Pt] (platinum on alumina). Run at temperature 90 celsius, time 17.5 hour. The product is C(C)(=O)OC(C)C1CCC(N1)=O (5-(1-Acetoxyethyl)pyrrolidin-2-one). Reaction SMILES: C([N:4]1[CH:8]([C:9](=[O:11])[CH3:10])[CH2:7][CH2:6][C:5]1=[O:12])(=O)C.[C:13](O)(=[O:15])[CH3:14]>[Pt]>[C:13]([O:11][CH:9]([CH:8]1[NH:4][C:5](=[O:12])[CH2:6][CH2:7]1)[CH3:10])(=[O:15])[CH3:14]. Procedure: A mixture of 1,5-diacetylpyrrolidin-2-one (3.5 g), 5 percent platinum on alumina (1.0 g) and acetic acid (30 ml) is stirred in a 200-ml Parr® pressure vessel under a hydrogen atmosphere (570 psi) at 90° C. for 17.5 hours. Analysis of the reaction mixture after the removal of catalyst and solvent by nuclear magnetic resonance shows that it is a 1:1 mixture of the reactant and the desired product. Reactants: O(C(C)(C)C)C(=O)N[C@H](C(=O)N1C[C@H](CC1)F)[C@@H](C)C1=CC=C(C=C1)F ((3S)-1-[(2S,3S)-2-[(tert-Butoxylcarbonyl)amino]-3-(4-fluorophenyl)-1-oxobutanyl]-3-fluoropyrrolidine), FC(C(=O)O)(F)F (trifluoroacetic acid). Run in ClCCl (dichloromethane). Reaction conditions: time 1 hour. Product: FC(C(=O)O)(F)F.N[C@H](C(=O)N1C[C@H](CC1)F)[C@@H](C)C1=CC=C(C=C1)F ((3S)-1-[(2S,3S)-2-Amino-3-(4-fluorophenyl)-1-oxobutanyl]-3-fluoropyrrolidine trifluoroacetic acid salt). Reaction SMILES: O(C([NH:8][C@@H:9]([C@H:18]([C:20]1[CH:25]=[CH:24][C:23]([F:26])=[CH:22][CH:21]=1)[CH3:19])[C:10]([N:12]1[CH2:16][CH2:15][C@H:14]([F:17])[CH2:13]1)=[O:11])=O)C(C)(C)C.[F:27][C:28]([F:33])([F:32])[C:29]([OH:31])=[O:30]>ClCCl>[F:27][C:28]([F:33])([F:32])[C:29]([OH:31])=[O:30].[NH2:8][C@@H:9]([C@H:18]([C:20]1[CH:21]=[CH:22][C:23]([F:26])=[CH:24][CH:25]=1)[CH3:19])[C:10]([N:12]1[CH2:16][CH2:15][C@H:14]([F:17])[CH2:13]1)=[O:11] |f:3.4|. Procedure details: To a stirred solution of the product from Step A in dichloromethane (5 mL) was added trifluoroacetic acid (1 mL) at room temperature. After stirring at room temperature for 1 h, the solvent was removed in vacuo and the residue was purified by HPLC (YMC Pro-C18 column, gradient elution, 10-90% acetonitrile/water with 0.1% TFA) to give the title compound. LC/MS 269.0 (M+1). Reactants: ClC=1C=C(C=CC1OC(C)C)C1=NOC(=N1)C1=C2C=CNC2=CC=C1 (3-(3-chloro-4-isopropoxyphenyl)-5-(1H-indol-4-yl)-1,2,4-oxadiazole), [H-].[Na+] (NaH), BrCCCC(=O)OC(C)(C)C (tert-butyl 4-bromobutanoate). Solvent: CN(C)C=O (DMF). Reaction conditions: temperature 50 celsius. Product: ClC=1C=C(C=CC1OC(C)C)C1=NOC(=N1)C1=C2C=CN(C2=CC=C1)CCCC(=O)OC(C)(C)C (tert-butyl 4-(4-(3-(3-chloro-4-isopropoxyphenyl)-1,2,4-oxadiazol-5-yl)-1H-indol-1-yl)butanoate). Isolated yield 96.2%. RXN SMILES: [Cl:1][C:2]1[CH:3]=[C:4]([C:12]2[N:16]=[C:15]([C:17]3[CH:25]=[CH:24][CH:23]=[C:22]4[C:18]=3[CH:19]=[CH:20][NH:21]4)[O:14][N:13]=2)[CH:5]=[CH:6][C:7]=1[O:8][CH:9]([CH3:11])[CH3:10].[H-].[Na+].Br[CH2:29][CH2:30][CH2:31][C:32]([O:34][C:35]([CH3:38])([CH3:37])[CH3:36])=[O:33]>CN(C=O)C>[Cl:1][C:2]1[CH:3]=[C:4]([C:12]2[N:16]=[C:15]([C:17]3[CH:25]=[CH:24][CH:23]=[C:22]4[C:18]=3[CH:19]=[CH:20][N:21]4[CH2:29][CH2:30][CH2:31][C:32]([O:34][C:35]([CH3:38])([CH3:37])[CH3:36])=[O:33])[O:14][N:13]=2)[CH:5]=[CH:6][C:7]=1[O:8][CH:9]([CH3:11])[CH3:10] |f:1.2|. Reported procedure: To a solution of 3-(3-chloro-4-isopropoxyphenyl)-5-(1H-indol-4-yl)-1,2,4-oxadiazole (0.100 g, 0.283 mmol) in DMF (0.999 ml) was added NaH (0.012 g, 0.311 mmol). After about 15 min tert-butyl 4-bromobutanoate (0.095 g, 0.424 mmol) was added and the reaction mixture was heated to about 50° C. After about 24 h the reaction mixture was cooled to ambient temperature, concentrated in vacuo and purified by chromatography on silica gel (eluting with EtOAc/Hep) to provide tert-butyl 4-(4-(3-(3-chloro-4-i... The reactants are N[C@@H](CCOC1=CC=CC=C1)C1=NN2C(C(N1C1=CC=CC=C1)=O)=CC=C2 ((S)-2-(1-Amino-3-phenoxypropyl)-3-phenylpyrrolo[2,1-f][1,2,4]triazin-4(3H)-one), NC1=NC=NC(=C1C#N)Cl (4-amino-6-chloropyrimidine-5-carbonitrile), C(C)(C)N(C(C)C)CC (N,N-diisopropylethylamine). Yields the product NC1=NC=NC(=C1C#N)N[C@@H](CCOC1=CC=CC=C1)C1=NN2C(C(N1C1=CC=CC=C1)=O)=CC=C2 ((S)-4-Amino-6-((1-(4-oxo-3-phenyl-3,4-dihydropyrrolo[2,1-f][1,2,4]triazin-2-yl)-3-phenoxypropyl)amino)pyrimidine-5-carbonitrile). Yield: 55.0%. As a reaction SMILES: [NH2:1][C@H:2]([C:12]1[N:17]([C:18]2[CH:23]=[CH:22][CH:21]=[CH:20][CH:19]=2)[C:16](=[O:24])[C:15]2=[CH:25][CH:26]=[CH:27][N:14]2[N:13]=1)[CH2:3][CH2:4][O:5][C:6]1[CH:11]=[CH:10][CH:9]=[CH:8][CH:7]=1.[NH2:28][C:29]1[C:34]([C:35]#[N:36])=[C:33](Cl)[N:32]=[CH:31][N:30]=1.C(N(CC)C(C)C)(C)C>>[NH2:28][C:29]1[C:34]([C:35]#[N:36])=[C:33]([NH:1][C@H:2]([C:12]2[N:17]([C:18]3[CH:19]=[CH:20][CH:21]=[CH:22][CH:23]=3)[C:16](=[O:24])[C:15]3=[CH:25][CH:26]=[CH:27][N:14]3[N:13]=2)[CH2:3][CH2:4][O:5][C:6]2[CH:7]=[CH:8][CH:9]=[CH:10][CH:11]=2)[N:32]=[CH:31][N:30]=1. Procedure details: (S)-2-(1-Amino-3-phenoxypropyl)-3-phenylpyrrolo[2,1-f][1,2,4]triazin-4(3H)-one was treated with 4-amino-6-chloropyrimidine-5-carbonitrile (6 mg, 0.02 mmol) and N,N-diisopropylethylamine (16 μl, 0.09 mmol) according to the method described in Example 17. The residue was purified using SP1® Purification System (0% to 50%, dichloromethane-acetonitrile) to obtain 4 mg (55% yield) of the title compound as a yellow solid. Purity 89%. The reactants are C(CCC)OCCOC1=CC=C(C=C1)C=1C=CC2=C(C=C(CCN2C2=CC=C(C=C2)OCCC)C(=O)OC)C1 (methyl 7-[4-(2-butoxyethoxy)phenyl]-1-(4-propoxyphenyl)-2,3-dihydro-1H-1-benzazepine-4-carboxylate), [OH-].[Na+] (sodium hydroxide). Solvent: CO (methanol), C1CCOC1 (THF). Reaction conditions: temperature 50 celsius. The product is C(CCC)OCCOC1=CC=C(C=C1)C=1C=CC2=C(C=C(CCN2C2=CC=C(C=C2)OCCC)C(=O)O)C1 (7-[4-(2-butoxyethoxy)phenyl]-1-(4-propoxyphenyl)-2,3-dihydro-1H-1-benzazepine-4-carboxylic acid). Isolated yield 86.3%. Reaction SMILES: [CH2:1]([O:5][CH2:6][CH2:7][O:8][C:9]1[CH:14]=[CH:13][C:12]([C:15]2[CH:16]=[CH:17][C:18]3[N:24]([C:25]4[CH:30]=[CH:29][C:28]([O:31][CH2:32][CH2:33][CH3:34])=[CH:27][CH:26]=4)[CH2:23][CH2:22][C:21]([C:35]([O:37]C)=[O:36])=[CH:20][C:19]=3[CH:39]=2)=[CH:11][CH:10]=1)[CH2:2][CH2:3][CH3:4].[OH-].[Na+]>CO.C1COCC1>[CH2:1]([O:5][CH2:6][CH2:7][O:8][C:9]1[CH:10]=[CH:11][C:12]([C:15]2[CH:16]=[CH:17][C:18]3[N:24]([C:25]4[CH:26]=[CH:27][C:28]([O:31][CH2:32][CH2:33][CH3:34])=[CH:29][CH:30]=4)[CH2:23][CH2:22][C:21]([C:35]([OH:37])=[O:36])=[CH:20][C:19]=3[CH:39]=2)=[CH:13][CH:14]=1)[CH2:2][CH2:3][CH3:4] |f:1.2|. Reported procedure: In methanol (50 ml) and THF (50 ml) was dissolved methyl 7-[4-(2-butoxyethoxy)phenyl]-1-(4-propoxyphenyl)-2,3-dihydro-1H-1-benzazepine-4-carboxylate (0.25 g). To the solution was added 1N sodium hydroxide solution (5 ml), and the mixture was heated at 50° C. overnight, concentrated, neutralized with 1N hydrochloric acid and extracted with ethyl acetate. The organic layer was washed with water and saturated brine and dried with anhydrous magnesium sulfate. The solvent was evaporated to give 7-[4-... Reactants: BrCC#C (3-bromoprop-1-yne), Cl (hydrochloric acid), FC(C1=NN(C(=C1)C(F)F)CC(=O)N1CCC(CC1)C=1SC=C(N1)C1=NOC(C1)C1=C(C=CC=C1)O)F (2-[3,5-bis(difluoromethyl)-1H-pyrazol-1-yl]-1-(4-{4-[5-(2-hydroxyphenyl)-4,5-dihydro-1,2-oxazol-3-yl]-1,3-thiazol-2-yl}piperidin-1-yl)ethanone), C([O-])([O-])=O.[K+].[K+] (potassium carbonate), [I-].[K+] (potassium iodide). Solvent: CN(C)C=O (DMF). Reaction conditions: temperature 80 celsius, time 9 hour. The product is FC(C1=NN(C(=C1)C(F)F)CC(=O)N1CCC(CC1)C=1SC=C(N1)C1=NOC(C1)C1=C(C=CC=C1)OCC#C)F (2-[3,5-bis(difluoromethyl)-1H-pyrazol-1-yl]-1-[4-(4-{5-[2-(prop-2-yn-1-yloxy)phenyl]-4,5-dihydro-1,2-oxazol-3-yl}-1,3-thiazol-2-yl)piperidin-1-yl]ethanone). Yield: 62.3%. As a reaction SMILES: [F:1][CH:2]([F:37])[C:3]1[CH:7]=[C:6]([CH:8]([F:10])[F:9])[N:5]([CH2:11][C:12]([N:14]2[CH2:19][CH2:18][CH:17]([C:20]3[S:21][CH:22]=[C:23]([C:25]4[CH2:29][CH:28]([C:30]5[CH:35]=[CH:34][CH:33]=[CH:32][C:31]=5[OH:36])[O:27][N:26]=4)[N:24]=3)[CH2:16][CH2:15]2)=[O:13])[N:4]=1.C(=O)([O-])[O-].[K+].[K+].[I-].[K+].Br[CH2:47][C:48]#[CH:49].Cl>CN(C=O)C>[F:37][CH:2]([F:1])[C:3]1[CH:7]=[C:6]([CH:8]([F:10])[F:9])[N:5]([CH2:11][C:12]([N:14]2[CH2:15][CH2:16][CH:17]([C:20]3[S:21][CH:22]=[C:23]([C:25]4[CH2:29][CH:28]([C:30]5[CH:35]=[CH:34][CH:33]=[CH:32][C:31]=5[O:36][CH2:49][C:48]#[CH:47])[O:27][N:26]=4)[N:24]=3)[CH2:18][CH2:19]2)=[O:13])[N:4]=1 |f:1.2.3,4.5|. Reported procedure: To a solution of 2-[3,5-bis(difluoromethyl)-1H-pyrazol-1-yl]-1-(4-{4-[5-(2-hydroxyphenyl)-4,5-dihydro-1,2-oxazol-3-yl]-1,3-thiazol-2-yl}piperidin-1-yl)ethanone (60 mg) and potassium carbonate (23 mg) in DMF (3 ml) are added, at room temperature, potassium iodide (10 mg) and 3-bromoprop-1-yne (21 mg). The reaction mixture is stirred at 80° C. for 9 h. Then the mixture is admixed with dilute hydrochloric acid and extracted with ethyl acetate. The combined organic phases are dried over sodium sulph... Starting materials: C([O-])(O)=O.[Na+] (sodium bicarbonate), C(C1=CC=CC=C1)OC1=CC(=CC=2N(C(=NC21)C(F)(F)F)O)Br (4benzyloxy-6-bromo-2-trifluoromethyl-benzimidazol-1-ol), O (water), P(Br)(Br)Br (phosphorus tribromide). Solvent: C(Cl)(Cl)Cl (chloroform). Yields the product C(C1=CC=CC=C1)OC1=CC(=CC=2NC(=NC21)C(F)(F)F)Br (4-Benzyloxy-6-bromo-2-trifluoromethyl-1H-benzimidazole). Yield: 79.2%. Reaction SMILES: [CH2:1]([O:8][C:9]1[C:17]2[N:16]=[C:15]([C:18]([F:21])([F:20])[F:19])[N:14](O)[C:13]=2[CH:12]=[C:11]([Br:23])[CH:10]=1)[C:2]1[CH:7]=[CH:6][CH:5]=[CH:4][CH:3]=1.P(Br)(Br)Br.O.C(=O)(O)[O-].[Na+]>C(Cl)(Cl)Cl>[CH2:1]([O:8][C:9]1[C:17]2[N:16]=[C:15]([C:18]([F:21])([F:19])[F:20])[NH:14][C:13]=2[CH:12]=[C:11]([Br:23])[CH:10]=1)[C:2]1[CH:3]=[CH:4][CH:5]=[CH:6][CH:7]=1 |f:3.4|. Procedure details: To a suspension of 26.1 g (67.4 mmol) 4benzyloxy-6-bromo-2-trifluoromethyl-benzimidazol-1-ol in chloroform (260 ml) were cautiously added 19 ml (202 mmol) phosphorus tribromide and the reaction was refluxed for 4 h. After cooling to room temperature, the reaction mixture was poured into water (600 ml), neutralized with sodium bicarbonate solution and extracted with dichloromethane. The organic layers were dried over magnesium sulphate and concentrated in vacuo to afford 19.8 g (79%) of the title...